Dataset: the Open Reaction Database (ORD), a public repository of structured organic reaction records. Task: describe an organic reaction: reactants, conditions, products, and yield Starting materials: C1(=CC=CC=C1)CCC1=C(C=CC=C1)O (2-(2-phenylethyl)phenol), CC(C)([O-])C.[K+] (potassium t-butoxide), Cl.ClCCC1N(CCC1)C (2-(2-chloroethyl)-1-methylpyrrolidine hydrochloride). The solvent is CC(=O)N(C)C (dimethylacetamide). Product: CN1C(CCC1)CCOC1=C(C=CC=C1)CCC1=CC=CC=C1 (1-Methyl-2-{2-[2-(2-phenylethyl)phenoxy]ethyl}pyrrolidine). Yield: 34.2%. RXN SMILES: [C:1]1([CH2:7][CH2:8][C:9]2[CH:14]=[CH:13][CH:12]=[CH:11][C:10]=2[OH:15])[CH:6]=[CH:5][CH:4]=[CH:3][CH:2]=1.CC(C)([O-])C.[K+].Cl.Cl[CH2:24][CH2:25][CH:26]1[CH2:30][CH2:29][CH2:28][N:27]1[CH3:31]>CC(N(C)C)=O>[CH3:31][N:27]1[CH2:28][CH2:29][CH2:30][CH:26]1[CH2:25][CH2:24][O:15][C:10]1[CH:11]=[CH:12][CH:13]=[CH:14][C:9]=1[CH2:8][CH2:7][C:1]1[CH:2]=[CH:3][CH:4]=[CH:5][CH:6]=1 |f:1.2,3.4|. Reported procedure: Following a procedure similar to that described in Example 35(a), 900 mg of 2-(2-phenylethyl)phenol (prepared as described in Preparation 19), 1.02 g of potassium t-butoxide and 836 mg of 2-(2-chloroethyl)-1-methylpyrrolidine hydrochloride were reacted in 10 ml of dimethylacetamide. The mixture was then worked up as described in Example 35(a), and the crude product thus obtained was purified by column chromatography through silica gel, using a 10:1 by volume mixture of methylene chloride and met... Starting materials: c2cc1OCOc1cc2c3cnco3 (effective_coupling_partner), CC(C)(C)C(=O)Oc2ccc1ccccc1c2 (substrate). The reagents and catalysts are dcype. Reaction conditions: temperature 120 celsius, time 12 hour. Yields the product c5ccc4cc(c3ncc(c2ccc1OCOc1c2)o3)ccc4c5.